This data is from the Open Reaction Database (ORD), a public repository of structured organic reaction records. The task is: describe an organic reaction: reactants, conditions, products, and yield The reactants are CCc1ccccc1C(=O)Cl, C=CCC(C(=O)OCC)C(=O)OC(C)(C)C, [H-], [Na+], CN(C)C=O. Yields the product C=CCC(C(=O)OCC)(C(=O)OC(C)(C)C)C(=O)c1ccccc1CC. Reaction SMILES: [CH2:19]([CH3:20])[c:21]1[c:22]([C:23](=[O:24])[Cl:25])[cH:26][cH:27][cH:28][cH:29]1.[CH2:3]([CH:4]=[CH2:5])[CH:6]([C:7](=[O:8])[O:9][C:10]([CH3:11])([CH3:12])[CH3:13])[C:14](=[O:15])[O:16][CH2:17][CH3:18].[H-:1].[Na+:2].[O:30]=[CH:31][N:32]([CH3:33])[CH3:34]>>[CH2:3]([CH:4]=[CH2:5])[C:6]([C:7](=[O:8])[O:9][C:10]([CH3:11])([CH3:12])[CH3:13])([C:14](=[O:15])[O:16][CH2:17][CH3:18])[C:23]([c:22]1[c:21]([CH2:19][CH3:20])[cH:29][cH:28][cH:27][cH:26]1)=[O:24]. The reactants are Cl(=O)(=O)(=O)O (Perchloric acid), C1(=C(C(=CC(=C1)C)C)S(=O)(=O)ON=C(C)OCC)C (Ethyl N-mesitylsulfonyloxyacetimidate), ice water. Run in O1CCOCC1 (1,4-dioxane). Conditions: temperature 0 celsius, time 45 minute. The product is C1(=C(C(=CC(=C1)C)C)S(=O)(=O)ON)C (O-(mesitylsulfonyl)hydroxylamine). Reaction SMILES: [C:1]1([CH3:19])[CH:6]=[C:5]([CH3:7])[CH:4]=[C:3]([CH3:8])[C:2]=1[S:9]([O:12][N:13]=C(OCC)C)(=[O:11])=[O:10].Cl(O)(=O)(=O)=O>O1CCOCC1>[C:1]1([CH3:19])[CH:6]=[C:5]([CH3:7])[CH:4]=[C:3]([CH3:8])[C:2]=1[S:9]([O:12][NH2:13])(=[O:11])=[O:10]. Procedure: Ethyl N-mesitylsulfonyloxyacetimidate (20 g, 65.7 mmol, 1 eq) was dissolved in 1,4-dioxane (6 ml) and the solution was cooled to 0° C. To the mixture was added dropwise Perchloric acid (10 m), and the reaction mixture was then stirred at 0° C. for 45 minutes. The solution was poured into ice water, and the solid precipitated was filtered and washed with water and dried for 15 minutes in vacuum. The sample was stored in plastic container at −20° C. 1HNMR (400 MHz, DMSO-d6): δ 2.32 (s, 3H), 2.64 (... Reactants: ClCCl, NC1CC1, CCOC=C(C(=O)OCC)C(=O)c1c(F)c(OC(F)F)c(F)c(F)c1[N+](=O)[O-]. Yields the product CCOC(=O)C(=CNC1CC1)C(=O)c1c(F)c(OC(F)F)c(F)c(F)c1[N+](=O)[O-]. As a reaction SMILES: [CH2:33]([Cl:34])[Cl:35].[CH:29]1([NH2:32])[CH2:30][CH2:31]1.[F:1][CH:2]([O:3][c:4]1[c:5]([F:27])[c:6]([C:7](=[O:8])[C:9]([C:10](=[O:11])[O:12][CH2:13][CH3:14])=[CH:15][O:16][CH2:17][CH3:18])[c:19]([N+:24](=[O:25])[O-:26])[c:20]([F:23])[c:21]1[F:22])[F:28]>>[F:1][CH:2]([O:3][c:4]1[c:5]([F:27])[c:6]([C:7](=[O:8])[C:9]([C:10](=[O:11])[O:12][CH2:13][CH3:14])=[CH:15][NH:32][CH:29]2[CH2:30][CH2:31]2)[c:19]([N+:24](=[O:25])[O-:26])[c:20]([F:23])[c:21]1[F:22])[F:28].